Dataset: the Open Reaction Database (ORD), a public repository of structured organic reaction records. Task: describe an organic reaction: reactants, conditions, products, and yield Starting materials: [C-]#N.[Na+] (NaCN), IC1=CC=CC2=C(C=CC=C12)I (1,5-Diiodonaphthalene), C(#N)[Cu] (CuCN), aqueous solution. Solvent: CN(C)C=O (DMF). Conditions: time 4 hour. The product is C1(=CC=CC=2C(=CC=CC12)C#N)C#N (1,5-naphthalenedinitrile). Isolated yield 81.2%. RXN SMILES: I[C:2]1[C:11]2[C:6](=[C:7](I)[CH:8]=[CH:9][CH:10]=2)[CH:5]=[CH:4][CH:3]=1.[C:13]([Cu])#[N:14].[C-:16]#[N:17].[Na+]>CN(C=O)C>[C:2]1([C:13]#[N:14])[C:11]2[CH:10]=[CH:9][CH:8]=[C:7]([C:16]#[N:17])[C:6]=2[CH:5]=[CH:4][CH:3]=1 |f:2.3|. Reported procedure: 1,5-Diiodonaphthalene (8.4 g) was reacted with a mixture of 4.2 g CuCN and 40 ml DMF under reflux conditions overnight. The mixture was cooled and poured into 120 ml aqueous solution containing 12.6 g NaCN. The mixture was stirred for four hours and the filtered product was repeatedly washed with copious amounts of water and dried. The isolated crude product (3.6 g, 92% yield, m.pt., 258–260° C.) was recrystallized from toluene to yield 3.2 g of the product (81% yield, m.pt., 260–262° C.). Starting materials: OC=1C=C2C=C(NC2=CC1)C(=O)O (5-hydroxyindole-2-carboxylic acid), Cl.CO (hydrogen chloride methanol). The product is OC=1C=C2C=C(NC2=CC1)C(=O)OC (methyl 5-hydroxy-1H-indole-2-carboxylate). Reaction SMILES: [OH:1][C:2]1[CH:3]=[C:4]2[C:8](=[CH:9][CH:10]=1)[NH:7][C:6]([C:11]([OH:13])=[O:12])=[CH:5]2.Cl.[CH3:15]O>>[OH:1][C:2]1[CH:3]=[C:4]2[C:8](=[CH:9][CH:10]=1)[NH:7][C:6]([C:11]([O:13][CH3:15])=[O:12])=[CH:5]2 |f:1.2|. Procedure details: A 4 N hydrogen chloride-methanol solution (80 mL) of 5-hydroxyindole-2-carboxylic acid (3.0 g) was heated overnight under reflux. The solvent was evaporated off from the reaction liquid under reduced pressure, aqueous saturated sodium hydrogencarbonate solution was added to the resulting residue, and extracted with ethyl acetate. The organic layer was dried with anhydrous magnesium sulfate, and the solvent was evaporated off under reduced pressure. The resulting residue was purified through sili...